From a dataset of the Open Reaction Database (ORD), a public repository of structured organic reaction records. describe an organic reaction: reactants, conditions, products, and yield Starting materials: C(C)OC(C(CC1=C(C=C(C=C1)OCC=1N=C(OC1)C1=CC(=CC=C1)OC)C)OCC)=O ([rac]-2-ethoxy-3-{4-[2-(3-methoxy-phenyl)-oxazol-4-ylmethoxy]-2-methyl-phenyl}-propionic acid ethyl ester), [Li+].[OH-] (LiOH). Product: C(C)OC(C(=O)O)CC1=C(C=C(C=C1)OCC=1N=C(OC1)C1=CC(=CC=C1)OC)C ([rac]-2-ethoxy-3-{4-[2-(3-methoxy-phenyl)-oxazol-4-ylmethoxy]-2-methyl-phenyl}-propionic acid). Reaction SMILES: C([O:3][C:4](=[O:32])[CH:5]([O:29][CH2:30][CH3:31])[CH2:6][C:7]1[CH:12]=[CH:11][C:10]([O:13][CH2:14][C:15]2[N:16]=[C:17]([C:20]3[CH:25]=[CH:24][CH:23]=[C:22]([O:26][CH3:27])[CH:21]=3)[O:18][CH:19]=2)=[CH:9][C:8]=1[CH3:28])C.[Li+].[OH-]>>[CH2:30]([O:29][CH:5]([CH2:6][C:7]1[CH:12]=[CH:11][C:10]([O:13][CH2:14][C:15]2[N:16]=[C:17]([C:20]3[CH:25]=[CH:24][CH:23]=[C:22]([O:26][CH3:27])[CH:21]=3)[O:18][CH:19]=2)=[CH:9][C:8]=1[CH3:28])[C:4]([OH:32])=[O:3])[CH3:31] |f:1.2|. Procedure: In analogy to the procedure described in example 1 g], [rac]-2-ethoxy-3-{4-[2-(3-methoxy-phenyl)-oxazol-4-ylmethoxy]-2-methyl-phenyl}-propionic acid ethyl ester was treated with LiOH to obtain [rac]-2-ethoxy-3-{4-[2-(3-methoxy-phenyl)-oxazol-4-ylmethoxy]-2-methyl-phenyl}-propionic acid as colorless liquid, which can be separated into its antipodes by methods known in the art, such as separation of the antipodes via diastereomeric salts by crystallization with optically pure amines such as e.g. (... Reactants: CN1CCN(CCCN)CC1, CC(C)NC(C)C, O=[N+]([O-])c1ccc(F)cc1, C1COCCO1. The product is CN1CCN(CCCNc2ccc([N+](=O)[O-])cc2)CC1. As a reaction SMILES: [CH3:11][N:12]1[CH2:13][CH2:14][N:15]([CH2:18][CH2:19][CH2:20][NH2:21])[CH2:16][CH2:17]1.[CH:22]([NH:23][CH:24]([CH3:25])[CH3:26])([CH3:27])[CH3:28].[F:1][c:2]1[cH:3][cH:4][c:5]([N+:8](=[O:9])[O-:10])[cH:6][cH:7]1.[O:29]1[CH2:30][CH2:31][O:32][CH2:33][CH2:34]1>>[c:2]1([NH:21][CH2:20][CH2:19][CH2:18][N:15]2[CH2:14][CH2:13][N:12]([CH3:11])[CH2:17][CH2:16]2)[cH:3][cH:4][c:5]([N+:8](=[O:9])[O-:10])[cH:6][cH:7]1. The reactants are C1COCCOCCOCCOCCOCCO1 (18-crown-6), [OH-].[K+] (KOH), C(C=C)#N (acrylonitrile), C(C(C)CCC[C@@H](C)[C@H]1CC[C@H]2[C@@H]3CCC4CCCC[C@]4(C)[C@H]3CC[C@]12C)O (Cholestanol). The solvent is C(Cl)Cl (DCM). Run at time 8 hour. The product is CC(C)CCC[C@@H](C)[C@H]1CC[C@H]2[C@@H]3CCC4CC(CC[C@]4(C)[C@H]3CC[C@]12C)OCCC#N (3-(Cholestan-3-yloxy)propanenitrile). Yield: 80.0%. RXN SMILES: [CH2:1](O)[CH:2]([CH2:4][CH2:5][CH2:6][C@H:7]([C@@H:9]1[C@:26]2([CH3:27])[C@H:12]([C@H:13]3[C@H:23]([CH2:24][CH2:25]2)[C@:21]2([CH3:22])[CH:16]([CH2:17]CC[CH2:20]2)[CH2:15][CH2:14]3)[CH2:11][CH2:10]1)[CH3:8])[CH3:3].[OH-].[K+].[C:31](#[N:34])[CH:32]=[CH2:33].C1[O:52][CH2:51][CH2:50]OCCOCCOCCOCCOC1>C(Cl)Cl>[CH3:3][CH:2]([CH2:4][CH2:5][CH2:6][C@H:7]([C@@H:9]1[C@:26]2([CH3:27])[C@H:12]([C@H:13]3[C@H:23]([CH2:24][CH2:25]2)[C@:21]2([CH3:22])[CH:16]([CH2:17][CH:51]([O:52][CH2:33][CH2:32][C:31]#[N:34])[CH2:50][CH2:20]2)[CH2:15][CH2:14]3)[CH2:11][CH2:10]1)[CH3:8])[CH3:1] |f:1.2|. Reported procedure: Cholestanol (1.554 g, 3.998 mmol) was dissolved in DCM (6 mL). To this solution was added KOH (40% w/w in water, 1.2 mL) and acrylonitrile (0.8 mL), followed by 18-crown-6 (104 mg). The mixture was stirred at room temperature overnight. The organic layer was washed with brine and dried (Na2SO4) before the solvent was evaporated. The residue was recrystallized from hot MeOH to yield the pure product as a colourless crystalline solid (1.42 g, 80% yield). 1H NMR (400 MHz, CDCl3) δ: 3.68 (t, 2H, CH2... Starting materials: C(=O)(C(F)(F)F)O (TFA), C(=O)(C(F)(F)F)O (TFA), BrC=1C=C2C=CC(=CC2=CC1)C=1N=C(NC1)[C@H]1N([C@@H]2C[C@@H]2C1)C(=O)OC(C)(C)C ((1R,3S,5R)-tert-butyl 3-(4-(6-bromonaphthalen-2-yl)-1H-imidazol-2-yl)-2-azabicyclo[3.1.0]hexane-2-carboxylate), BrC=1C=C2C=CC(=CC2=CC1)C=1N=C(NC1)[C@H]1N([C@@H]2C[C@@H]2C1)C(=O)OC(C)(C)C ((1R,3S,5R)-tert-butyl 3-(4-(6-bromonaphthalen-2-yl)-1H-imidazol-2-yl)-2-azabicyclo[3.1.0]hexane-2-carboxylate). Run in ClCCCl (DCE). Conditions: time 2 hour. Yields the product C(=O)(C(F)(F)F)O (TFA), BrC=1C=C2C=CC(=CC2=CC1)C=1N=C(NC1)[C@H]1N[C@@H]2C[C@@H]2C1 ((1R,3S,5R)-3-(4-(6-bromonaphthalen-2-yl)-1H-imidazol-2-yl)-2-azabicyclo[3.1.0]hexane). The yield is 166.3%. RXN SMILES: [C:1]([OH:7])([C:3]([F:6])([F:5])[F:4])=[O:2].[Br:8][C:9]1[CH:10]=[C:11]2[C:16](=[CH:17][CH:18]=1)[CH:15]=[C:14]([C:19]1[N:20]=[C:21]([C@@H:24]3[CH2:29][C@@H:28]4[C@@H:26]([CH2:27]4)[N:25]3C(OC(C)(C)C)=O)[NH:22][CH:23]=1)[CH:13]=[CH:12]2>ClCCCl>[C:1]([OH:7])([C:3]([F:6])([F:5])[F:4])=[O:2].[Br:8][C:9]1[CH:10]=[C:11]2[C:16](=[CH:17][CH:18]=1)[CH:15]=[C:14]([C:19]1[N:20]=[C:21]([C@@H:24]3[CH2:29][C@@H:28]4[C@@H:26]([CH2:27]4)[NH:25]3)[NH:22][CH:23]=1)[CH:13]=[CH:12]2. Procedure: TFA (1.028 mL, 13.34 mmol) was added to a solution of (1R,3S,5R)-tert-butyl 3-(4-(6-bromonaphthalen-2-yl)-1H-imidazol-2-yl)-2-azabicyclo[3.1.0]hexane-2-carboxylate (Intermediate 120) (606 mg, 1.334 mmol) in DCE (20 mL) and reaction was stirred at rt for 2 h. Then additional TFA (1 mL) was added and the reaction was stirred at rt for 4 h. The reaction was concentrated to dryness and the crude brown oil was dissolved into diethyl ether and concentrated under vacuum (2×) to yield a TFA salt of (1R,...